Task: describe an organic reaction: reactants, conditions, products, and yield. Dataset: the Open Reaction Database (ORD), a public repository of structured organic reaction records Yield: 96.7%. The solvent is C1CCOC1 (THF). Procedure details: 1,4-cyclohexandione mono-ethylene ketal (1.5 g, 9.6 mmol) was dissolved in THF (35 ml), followed by sequential addition of trimethyl(trifluoromethyl)silane (2.8 ml, 19.2 mmol) and tetrabutylammonium fluoride (1.0M solution in THF, 20 ml, 20.0 mmol) at 0° C., and then the resulting mixture was stirred at room temperature for 2 hours. A saturated aqueous ammonium chloride solution (10 ml) was added to the resulting reaction liquid, and then, the resulting mixture was stirred for 10 minutes, follow... As a reaction SMILES: [CH2:1]1[O:11][C:4]2([CH2:9][CH2:8][C:7](=[O:10])[CH2:6][CH2:5]2)[O:3][CH2:2]1.C[Si](C)(C)[C:14]([F:17])([F:16])[F:15].[F-].C([N+](CCCC)(CCCC)CCCC)CCC.[Cl-].[NH4+]>C1COCC1>[F:15][C:14]([F:17])([F:16])[C:7]1([OH:10])[CH2:6][CH2:5][C:4]2([O:3][CH2:2][CH2:1][O:11]2)[CH2:9][CH2:8]1 |f:2.3,4.5|. Run at time 2 hour. Starting materials: [Cl-].[NH4+] (ammonium chloride), C1COC2(CCC(CC2)=O)O1 (1,4-cyclohexandione mono-ethylene ketal), C[Si](C(F)(F)F)(C)C (trimethyl(trifluoromethyl)silane), [F-].C(CCC)[N+](CCCC)(CCCC)CCCC (tetrabutylammonium fluoride), EtOAc Hexanes. Product: FC(C1(CCC2(OCCO2)CC1)O)(F)F (8-(trifluoromethyl)-1,4-dioxaspiro[4.5]decan-8-ol).